Dataset: the Open Reaction Database (ORD), a public repository of structured organic reaction records. Task: describe an organic reaction: reactants, conditions, products, and yield Starting materials: C(C1=CC=CC=C1)OC1=C(C(=O)OC)C=C(C(=C1)C1CCC1)C1CC1 (methyl 2-(benzyloxy)-4-cyclobutyl-5-cyclopropylbenzoate), [H][H] (hydrogen). Reagents/catalysts: [C].[Pd] (palladium carbon). The solvent is CO (methanol). Yields the product C1(CCC1)C1=CC(=C(C(=O)OC)C=C1C1CC1)O (Methyl 4-cyclobutyl-5-cyclopropyl-2-hydroxybenzoate). The yield is 96.4%. RXN SMILES: C([O:8][C:9]1[CH:18]=[C:17]([CH:19]2[CH2:22][CH2:21][CH2:20]2)[C:16]([CH:23]2[CH2:25][CH2:24]2)=[CH:15][C:10]=1[C:11]([O:13][CH3:14])=[O:12])C1C=CC=CC=1.[H][H]>[C].[Pd].CO>[CH:19]1([C:17]2[C:16]([CH:23]3[CH2:24][CH2:25]3)=[CH:15][C:10]([C:11]([O:13][CH3:14])=[O:12])=[C:9]([OH:8])[CH:18]=2)[CH2:22][CH2:21][CH2:20]1 |f:2.3|. Procedure: A methanol (100 mL) solution of methyl 2-(benzyloxy)-4-cyclobutyl-5-cyclopropylbenzoate (8.5 g) was deaerated for 20 minutes in a nitrogen stream. Then, 10% palladium carbon (containing 55% water, 1.1 g) was added thereto, and the mixture was stirred at room temperature for 3 hours in a hydrogen atmosphere. The reaction mixture was filtered through celite, and the solvent was distilled off under reduced pressure to obtain the title compound (6.0 g). Starting materials: OCC=1C=C(C=CC1)NC(CCOC)=O (N-(3-Hydroxymethyl-phenyl)-3-methoxy-propionamide). The reagents and catalysts are [O-2].[O-2].[Mn+4] (manganese dioxide). The solvent is CC(=O)C (acetone). Product: C(=O)C=1C=C(C=CC1)NC(CCOC)=O (N-(3-Formyl-phenyl)-3-methoxy-propionamide). Reaction SMILES: [OH:1][CH2:2][C:3]1[CH:4]=[C:5]([NH:9][C:10](=[O:15])[CH2:11][CH2:12][O:13][CH3:14])[CH:6]=[CH:7][CH:8]=1>CC(C)=O.[O-2].[O-2].[Mn+4]>[CH:2]([C:3]1[CH:4]=[C:5]([NH:9][C:10](=[O:15])[CH2:11][CH2:12][O:13][CH3:14])[CH:6]=[CH:7][CH:8]=1)=[O:1] |f:2.3.4|. Reported procedure: The above 1.26 g N-(3-Hydroxymethyl-phenyl)-3-methoxy-propionamide were dissolved in 50 ml acetone, 12.60 g manganese dioxide were added and the mixture stirred at room temperature over night. The mixture was filtered and the filtrate evaporated and further purified by chromatography on silica in ethyl acetate/heptane mixtures. Starting materials: CCOC(=O)c1c(C)n(-c2ccccc2)c(=O)c2ccccc12, CO, [Na+], [OH-], O. Product: Cc1c(C(=O)O)c2ccccc2c(=O)n1-c1ccccc1. RXN SMILES: [CH2:1]([CH3:2])[O:3][C:4](=[O:5])[c:6]1[c:7]([CH3:23])[n:8](-[c:17]2[cH:18][cH:19][cH:20][cH:21][cH:22]2)[c:9](=[O:16])[c:10]2[cH:11][cH:12][cH:13][cH:14][c:15]12.[CH3:26][OH:27].[Na+:25].[OH-:24].[OH2:28]>>[O:3]=[C:4]([OH:5])[c:6]1[c:7]([CH3:23])[n:8](-[c:17]2[cH:18][cH:19][cH:20][cH:21][cH:22]2)[c:9](=[O:16])[c:10]2[cH:11][cH:12][cH:13][cH:14][c:15]12. Starting materials: O=Cc1ccc(N2CCN(C=O)CC2)cc1, O=C1Cc2c(cccc2-c2ccncc2)N1. The product is O=CN1CCN(c2ccc(C=C3C(=O)Nc4cccc(-c5ccncc5)c43)cc2)CC1. As a reaction SMILES: [CH:17](=[O:18])[c:19]1[cH:20][cH:21][c:22]([N:25]2[CH2:26][CH2:27][N:28]([CH:31]=[O:32])[CH2:29][CH2:30]2)[cH:23][cH:24]1.[n:1]1[cH:2][cH:3][c:4](-[c:7]2[c:8]3[c:12]([cH:13][cH:14][cH:15]2)[NH:11][C:10](=[O:16])[CH2:9]3)[cH:5][cH:6]1>>[n:1]1[cH:2][cH:3][c:4](-[c:7]2[c:8]3[c:12]([cH:13][cH:14][cH:15]2)[NH:11][C:10](=[O:16])[C:9]3=[CH:17][c:19]2[cH:20][cH:21][c:22]([N:25]3[CH2:26][CH2:27][N:28]([CH:31]=[O:32])[CH2:29][CH2:30]3)[cH:23][cH:24]2)[cH:5][cH:6]1. Reactants: [C-]#N, [C-]#N, CC(C)(C)OC(=O)N1CC=C(c2cc3c(Nc4ccc5[nH]ncc5c4)c(Br)cnc3[nH]2)CC1, CC#N, O, [Zn+2]. Yields the product CC(C)(C)OC(=O)N1CC=C(c2cc3c(Nc4ccc5[nH]ncc5c4)c(C#N)cnc3[nH]2)CC1. RXN SMILES: [C-:38]#[N:39].[C-:41]#[N:42].[C:1]([CH3:2])([CH3:3])([CH3:4])[O:5][C:6](=[O:7])[N:8]1[CH2:9][CH2:10][C:11]([c:14]2[cH:15][c:16]3[c:17]([n:18][cH:19][c:20]([Br:32])[c:21]3[NH:22][c:23]3[cH:24][c:25]4[cH:26][n:27][nH:28][c:29]4[cH:30][cH:31]3)[nH:33]2)=[CH:12][CH2:13]1.[CH3:35][C:36]#[N:37].[OH2:34].[Zn+2:40]>>[C:1]([CH3:2])([CH3:3])([CH3:4])[O:5][C:6](=[O:7])[N:8]1[CH2:9][CH2:10][C:11]([c:14]2[cH:15][c:16]3[c:17]([n:18][cH:19][c:20]([C:36]#[N:37])[c:21]3[NH:22][c:23]3[cH:24][c:25]4[cH:26][n:27][nH:28][c:29]4[cH:30][cH:31]3)[nH:33]2)=[CH:12][CH2:13]1. Starting materials: CCCCO, COC(=O)C1CCC(Oc2cccnc2)CC1, NN, O. The product is NNC(=O)C1CCC(Oc2cccnc2)CC1. Reaction SMILES: [CH2:21]([OH:22])[CH2:23][CH2:24][CH3:25].[CH3:1][O:2][C:3](=[O:4])[CH:5]1[CH2:6][CH2:7][CH:8]([O:11][c:12]2[cH:13][n:14][cH:15][cH:16][cH:17]2)[CH2:9][CH2:10]1.[NH2:19][NH2:20].[OH2:18]>>[O:2]=[C:3]([CH:5]1[CH2:6][CH2:7][CH:8]([O:11][c:12]2[cH:13][n:14][cH:15][cH:16][cH:17]2)[CH2:9][CH2:10]1)[NH:19][NH2:20]. The reactants are COC=1C(=CC2=C(CCCN3C2=NN=N3)C1)C=O (9-Methoxy-6,7-dihydro-5H-[1,2,3,4]tetrazolo[5,1-a][2]benzazepine-10-carboxaldehyde), N[C@@H]1[C@@H](N(CCC1)C(=O)OC(C)(C)C)C1=CC=CC=C1 ((2S,3S)-3-Amino-1-tert-butoxycarbonyl-2-phenylpiperidine), C(C)(C)(C)OC(=O)N1[C@H]([C@H](CCC1)NCC1=C(C=C2CCC=3N(C2=C1)N=NN3)OC)C3=CC=CC=C3 ((2S,3S)-1-tert-Butoxycarbonyl-3-[(7-methoxy-4,5-dihydro-[1,2,3,4]tetrazolo[1,5-a]quinolin-8-yl)methyl]amino-2-phenylpiperidine). Product: C(C)(C)(C)OC(=O)N1[C@H]([C@H](CCC1)NCC1=CC2=C(CCCN3C2=NN=N3)C=C1OC)C1=CC=CC=C1 ((2S,3S)-1-tert-Butoxycarbonyl-3-[(9-methoxy-6,7-dihydro-5H-[1,2,3,4]tetrazolo[5,1-a][2]benzazepin-10-yl)methyl]amino-2-phenylpiperidine). Reaction SMILES: [CH3:1][O:2][C:3]1[C:4]([CH:17]=O)=[CH:5][C:6]2[C:12]3=[N:13][N:14]=[N:15][N:11]3[CH2:10][CH2:9][CH2:8][C:7]=2[CH:16]=1.[NH2:19][C@H:20]1[CH2:25][CH2:24][CH2:23][N:22]([C:26]([O:28][C:29]([CH3:32])([CH3:31])[CH3:30])=[O:27])[C@H:21]1[C:33]1[CH:38]=[CH:37][CH:36]=[CH:35][CH:34]=1.C(OC(N1CCC[C@H](NCC2C=C3C(CCC4N3N=NN=4)=CC=2OC)[C@@H]1C1C=CC=CC=1)=O)(C)(C)C>>[C:29]([O:28][C:26]([N:22]1[CH2:23][CH2:24][CH2:25][C@H:20]([NH:19][CH2:17][C:4]2[C:3]([O:2][CH3:1])=[CH:16][C:7]3[CH2:8][CH2:9][CH2:10][N:11]4[N:15]=[N:14][N:13]=[C:12]4[C:6]=3[CH:5]=2)[C@@H:21]1[C:33]1[CH:38]=[CH:37][CH:36]=[CH:35][CH:34]=1)=[O:27])([CH3:32])([CH3:30])[CH3:31]. Procedure details: This compound was prepared from Compound 10 and Compound 5 in the same manner of Compound 7.